From a dataset of the Open Reaction Database (ORD), a public repository of structured organic reaction records. describe an organic reaction: reactants, conditions, products, and yield Starting materials: O=C([O-])[O-], C1CCOC1, OB(O)C1CC1, CCOC(=O)CC1CCC(CN(CC)c2ccc(Cl)nc2CN2C(=O)OC(c3cc(C(F)(F)F)cc(C(F)(F)F)c3)C2C)CC1, [K+], [K+], O. The product is C=C(C)c1ccc(N(CC)CC2CCC(CC(=O)OCC)CC2)c(CN2C(=O)OC(c3cc(C(F)(F)F)cc(C(F)(F)F)c3)C2C)n1. Reaction SMILES: [C:52](=[O:53])([O-:54])[O-:55].[CH2:58]1[O:59][CH2:60][CH2:61][CH2:62]1.[CH:46]1([B:49]([OH:50])[OH:51])[CH2:47][CH2:48]1.[F:1][C:2]([c:3]1[cH:4][c:5]([CH:13]2[CH:14]([CH3:43])[N:15]([CH2:19][c:20]3[n:21][c:22]([Cl:42])[cH:23][cH:24][c:25]3[N:26]([CH2:27][CH3:28])[CH2:29][CH:30]3[CH2:31][CH2:32][CH:33]([CH2:36][C:37](=[O:38])[O:39][CH2:40][CH3:41])[CH2:34][CH2:35]3)[C:16](=[O:18])[O:17]2)[cH:6][c:7]([C:9]([F:10])([F:11])[F:12])[cH:8]1)([F:44])[F:45].[K+:56].[K+:57].[OH2:63]>>[F:1][C:2]([c:3]1[cH:4][c:5]([CH:13]2[CH:14]([CH3:43])[N:15]([CH2:19][c:20]3[n:21][c:22]([C:46](=[CH2:47])[CH3:48])[cH:23][cH:24][c:25]3[N:26]([CH2:27][CH3:28])[CH2:29][CH:30]3[CH2:31][CH2:32][CH:33]([CH2:36][C:37](=[O:38])[O:39][CH2:40][CH3:41])[CH2:34][CH2:35]3)[C:16](=[O:18])[O:17]2)[cH:6][c:7]([C:9]([F:10])([F:11])[F:12])[cH:8]1)([F:44])[F:45]. Starting materials: O=C(O)OCC(O)CO, [Na+], [Na+], O=S(=O)([O-])[O-]. Yields the product O=C=O, OCC1CO1. RXN SMILES: [C:1]([OH:2])(=[O:3])[O:4][CH2:5][CH:6]([OH:7])[CH2:8][OH:9].[Na+:10].[Na+:11].[O-:12][S:13](=[O:14])(=[O:15])[O-:16]>>[C:1](=[O:2])=[O:3].[O:4]1[CH2:5][CH:6]1[CH2:8][OH:9]. Reactants: C(C1=CC=CC=C1)N1N=CC(=C1)I (1-Benzyl-4-iodo-1H-pyrazole), ClC1=NC=CC=C1B(O)O (2-chloropyridin-3-ylboronic acid), C([O-])(O)=O.[Na+] (sodium bicarbonate). Reagents/catalysts: C=1C=CC(=CC1)[P](C=2C=CC=CC2)(C=3C=CC=CC3)[Pd]([P](C=4C=CC=CC4)(C=5C=CC=CC5)C=6C=CC=CC6)([P](C=7C=CC=CC7)(C=8C=CC=CC8)C=9C=CC=CC9)[P](C=1C=CC=CC1)(C=1C=CC=CC1)C=1C=CC=CC1 (Pd(PPh3)4). Conditions: temperature 85 celsius. Yields the product C(C1=CC=CC=C1)N1N=CC(=C1)C=1C(=NC=CC1)Cl (3-(1-benzyl-1H-pyrazol-4-yl)-2-chloropyridine). As a reaction SMILES: [CH2:1]([N:8]1[CH:12]=[C:11](I)[CH:10]=[N:9]1)[C:2]1[CH:7]=[CH:6][CH:5]=[CH:4][CH:3]=1.[Cl:14][C:15]1[C:20](B(O)O)=[CH:19][CH:18]=[CH:17][N:16]=1.C(=O)(O)[O-].[Na+]>C1C=CC([P]([Pd]([P](C2C=CC=CC=2)(C2C=CC=CC=2)C2C=CC=CC=2)([P](C2C=CC=CC=2)(C2C=CC=CC=2)C2C=CC=CC=2)[P](C2C=CC=CC=2)(C2C=CC=CC=2)C2C=CC=CC=2)(C2C=CC=CC=2)C2C=CC=CC=2)=CC=1>[CH2:1]([N:8]1[CH:12]=[C:11]([C:20]2[C:15]([Cl:14])=[N:16][CH:17]=[CH:18][CH:19]=2)[CH:10]=[N:9]1)[C:2]1[CH:7]=[CH:6][CH:5]=[CH:4][CH:3]=1 |f:2.3,^1:32,34,53,72|. Reported procedure: 1-Benzyl-4-iodo-1H-pyrazole (1.35 g, 4.77 mmol), 2-chloropyridin-3-ylboronic acid (1.50 g, 9.53 mmol), sodium bicarbonate (1.20 g, 14.3 mmol) and Pd(PPh3)4 (276 mg, 0.239 mmol) were combined in an argon-purged sealed tube. Dimethoxyethane (8 mL) and water (5 mL) were added and the mixture was heated to 85° C. for 16 hours. The reaction was cooled to rt, diluted with water and extracted into EtOAc. The separated organic layer was dried over anhydrous sodium sulfate, filtered and concentrated. Thi...